Dataset: the Open Reaction Database (ORD), a public repository of structured organic reaction records. Task: describe an organic reaction: reactants, conditions, products, and yield The reactants are O=C1CCN(CC1)C1=CC=C(C=C1)NS(=O)(=O)CCCCCCCC (Octane-1-sulfonic acid [4-(4-oxo-1-piperidineyl)-phenyl]-amide), O[C@H](COC1=CC=CC=2NC(NC21)=O)CN ((S)-4-[2-hydroxy-3-aminopropoxy]-1,3-dihydro-2H-benzimidazol-2-one). The product is O[C@@H](CNC1CCN(CC1)C1=CC=C(C=C1)NS(=O)(=O)CCCCCCCC)COC1=CC=CC=2NC(NC21)=O (N-{4-[4-({(2S)-2-Hydroxy-3-[(2-oxo-2,3-dihydro-1H-benzimidazol-4-yl)oxy]propyl}amino)-1-piperidineyl]phenyl}-1-octanesulfonamide). Reaction SMILES: O=[C:2]1[CH2:7][CH2:6][N:5]([C:8]2[CH:13]=[CH:12][C:11]([NH:14][S:15]([CH2:18][CH2:19][CH2:20][CH2:21][CH2:22][CH2:23][CH2:24][CH3:25])(=[O:17])=[O:16])=[CH:10][CH:9]=2)[CH2:4][CH2:3]1.[OH:26][C@@H:27]([CH2:40][NH2:41])[CH2:28][O:29][C:30]1[C:38]2[NH:37][C:36](=[O:39])[NH:35][C:34]=2[CH:33]=[CH:32][CH:31]=1>>[OH:26][C@H:27]([CH2:28][O:29][C:30]1[C:38]2[NH:37][C:36](=[O:39])[NH:35][C:34]=2[CH:33]=[CH:32][CH:31]=1)[CH2:40][NH:41][CH:2]1[CH2:7][CH2:6][N:5]([C:8]2[CH:13]=[CH:12][C:11]([NH:14][S:15]([CH2:18][CH2:19][CH2:20][CH2:21][CH2:22][CH2:23][CH2:24][CH3:25])(=[O:17])=[O:16])=[CH:10][CH:9]=2)[CH2:4][CH2:3]1. Procedure details: The title compound was prepared from octane-1-sulfonic acid [4-(4-oxo-piperidine-1-yl)-phenyl]-amide (which was obtained in Example 230) and (S)-4-[2-hydroxy-3-aminopropoxy]-1,3-dihydro-2H-benzimidazol-2-one (U.S. Pat. No. 5,786,356/1998) according to the procedure of Example 255 as an off-white solid; 1H NMR (300 MHz, DMSO-d6) δ 0.85 (t, J=7.0 Hz, 3H), 1.10-1.40 (m, 10H), 1.50-1.70 (m, 4H), 1.95-2.16 (m, 2H), 2.67 (brt, J=11.1 Hz, 2H), 2.93 (brt, J=7.9 Hz, 2H), 2.95-3.20 (m, 3H), 3.62-3.75 (m, ... Reactants: CC(C(=O)OC)(C)SC1=CC=CC=C1 (Methyl 2-methyl-2-(phenylthio)propanoate), O.[OH-].[Li+] (lithium hydroxide monohydrate). Run in C1CCOC1 (THF), CO (methanol). Run at time 8 hour. The product is CC(C(=O)O)(C)SC1=CC=CC=C1 (2-Methyl-2-(phenylthio)propanoic acid). Yield: 97.1%. Reaction SMILES: [CH3:1][C:2]([S:8][C:9]1[CH:14]=[CH:13][CH:12]=[CH:11][CH:10]=1)([CH3:7])[C:3]([O:5]C)=[O:4].O.[OH-].[Li+]>C1COCC1.CO>[CH3:7][C:2]([S:8][C:9]1[CH:14]=[CH:13][CH:12]=[CH:11][CH:10]=1)([CH3:1])[C:3]([OH:5])=[O:4] |f:1.2.3|. Procedure: Methyl 2-methyl-2-(phenylthio)propanoate (1.126 g, 5.35 mmol) was dissolved in THF (15 mL) and methanol (5 mL). That solution was treated with an aqueous solution of lithium hydroxide monohydrate (1.12 g, 26.8 mmol in 5 mL of water). The reaction mixture was stirred at rt overnight. The volatiles were removed and the remaining aqueous solution was acidified with a 1 N HCl solution to pH 2. Ethyl acetate was added and the layers were separated. The organic layer was dried over MgSO4, filtered and...